This data is from the Open Reaction Database (ORD), a public repository of structured organic reaction records. The task is: describe an organic reaction: reactants, conditions, products, and yield Starting materials: Cl.C(C)N(CC(=O)O)C1=CC=CC=C1 (ethyl phenylglycine, hydrochloride), FC1=CC=C(C(=O)Cl)C=C1 (4-fluorobenzoyl chloride), N1=CC=CC=C1 (pyridine). Run in CC#N (CH3CN). Run at time 5.5 hour. Product: FC1=CC=C(C(=O)N(CC(=O)OCC)C2=CC=CC=C2)C=C1 (N-(4-Fluorobenzoyl)phenylglycine, ethyl ester). Isolated yield 63.0%. RXN SMILES: Cl.C([N:4]([C:9]1[CH:14]=[CH:13][CH:12]=[CH:11][CH:10]=1)[CH2:5][C:6]([OH:8])=[O:7])C.[F:15][C:16]1[CH:24]=[CH:23][C:19]([C:20](Cl)=[O:21])=[CH:18][CH:17]=1.N1C=CC=[CH:27][CH:26]=1>CC#N>[F:15][C:16]1[CH:24]=[CH:23][C:19]([C:20]([N:4]([C:9]2[CH:10]=[CH:11][CH:12]=[CH:13][CH:14]=2)[CH2:5][C:6]([O:8][CH2:26][CH3:27])=[O:7])=[O:21])=[CH:18][CH:17]=1 |f:0.1|. Reported procedure: To a solution of ethyl phenylglycine, hydrochloride (prepared above) in CH3CN (60 mL) were added 4-fluorobenzoyl chloride (25.4 g, 0.16 mol) and pyridine. The resulting mixture was stirred at room temperature for about 5.5 h, then was partitioned between aqueous NaHCO3 and EtOAc. The organic extract was washed successively with 10% aqueous NaOH, 3 N HCl and saturated aqueous NaCl. The solvent was removed in vacuo, and the residue was crystallized from CH2Cl2 /hexanes to afford the title compound... Reactants: O=C([O-])[O-], CO, [K+], [K+], [Na+], [OH-], CCOC(=O)CCc1nc(-c2cc3ccccc3o2)cs1. Product: O=C(O)CCc1nc(-c2cc3ccccc3o2)cs1. RXN SMILES: [C:24](=[O:25])([O-:26])[O-:27].[CH3:30][OH:31].[K+:28].[K+:29].[Na+:2].[OH-:1].[o:3]1[c:4](-[c:12]2[n:13][c:14]([CH2:17][CH2:18][C:19](=[O:20])[O:21][CH2:22][CH3:23])[s:15][cH:16]2)[cH:5][c:6]2[c:7]1[cH:8][cH:9][cH:10][cH:11]2>>[o:3]1[c:4](-[c:12]2[n:13][c:14]([CH2:17][CH2:18][C:19](=[O:20])[OH:21])[s:15][cH:16]2)[cH:5][c:6]2[c:7]1[cH:8][cH:9][cH:10][cH:11]2. Starting materials: ClC=1N=C2C(=NC1)SC(=C2)C(=O)NC2=C(C=CC(=C2)NC(C2=CC(=CC=C2)C(F)(F)F)=O)C (2-chloro-N-(2-methyl-5-(3-(trifluoromethyl)benzamido)phenyl)thieno[2,3-b]pyrazine-6-carboxamide), N1=CC(=CC=C1)B(O)O (pyridine-3-boronic acid), P(=O)([O-])([O-])[O-].[K+].[K+].[K+] (potassium phosphate), C1(CCCCC1)P(C1=C(C=CC=C1)C1=C(C=C(C=C1C(C)C)C(C)C)C(C)C)C1CCCCC1 (2-dicyclohexylphosphino-2′,4′,6′-triisopropylbiphenyl). The reagents and catalysts are C=1C=CC(=CC1)/C=C/C(=O)/C=C/C2=CC=CC=C2.C=1C=CC(=CC1)/C=C/C(=O)/C=C/C2=CC=CC=C2.C=1C=CC(=CC1)/C=C/C(=O)/C=C/C2=CC=CC=C2.[Pd].[Pd] (tris(dibenzylideneacetone)dipalladium(0)). Solvent: O (Water), CC(CC)O (butane-2-ol). The product is CC1=C(C=C(C=C1)NC(C1=CC(=CC=C1)C(F)(F)F)=O)NC(=O)C1=CC=2C(=NC=C(N2)C=2C=NC=CC2)S1 (N-(2-methyl-5-(3-(trifluoromethyl)benzamido)phenyl)-2-(pyridin-3-yl)thieno[2,3-b]pyrazine-6-carboxamide). Yield: 9.2%. Reaction SMILES: Cl[C:2]1[N:3]=[C:4]2[CH:10]=[C:9]([C:11]([NH:13][C:14]3[CH:19]=[C:18]([NH:20][C:21](=[O:32])[C:22]4[CH:27]=[CH:26][CH:25]=[C:24]([C:28]([F:31])([F:30])[F:29])[CH:23]=4)[CH:17]=[CH:16][C:15]=3[CH3:33])=[O:12])[S:8][C:5]2=[N:6][CH:7]=1.[N:34]1[CH:39]=[CH:38][CH:37]=[C:36](B(O)O)[CH:35]=1.P([O-])([O-])([O-])=O.[K+].[K+].[K+].C1(P(C2CCCCC2)C2C=CC=CC=2C2C(C(C)C)=CC(C(C)C)=CC=2C(C)C)CCCCC1>CC(O)CC.C1C=CC(/C=C/C(/C=C/C2C=CC=CC=2)=O)=CC=1.C1C=CC(/C=C/C(/C=C/C2C=CC=CC=2)=O)=CC=1.C1C=CC(/C=C/C(/C=C/C2C=CC=CC=2)=O)=CC=1.[Pd].[Pd].O>[CH3:33][C:15]1[CH:16]=[CH:17][C:18]([NH:20][C:21](=[O:32])[C:22]2[CH:27]=[CH:26][CH:25]=[C:24]([C:28]([F:31])([F:30])[F:29])[CH:23]=2)=[CH:19][C:14]=1[NH:13][C:11]([C:9]1[S:8][C:5]2=[N:6][CH:7]=[C:2]([C:36]3[CH:35]=[N:34][CH:39]=[CH:38][CH:37]=3)[N:3]=[C:4]2[CH:10]=1)=[O:12] |f:2.3.4.5,8.9.10.11.12|. Reported procedure: A mixture of 2-chloro-N-(2-methyl-5-(3-(trifluoromethyl)benzamido)phenyl)thieno[2,3-b]pyrazine-6-carboxamide 68 (100 mg, 0.204 mmol), pyridine-3-boronic acid (37.6 mg, 0.306 mmol), potassium phosphate, tribasic (86 mg, 0.407 mmol), tris(dibenzylideneacetone)dipalladium(0) (9.33 mg, 10.19 μmol) and 2-dicyclohexylphosphino-2′,4′,6′-triisopropylbiphenyl (9.71 mg, 0.020 mmol) in butane-2-ol was stirred was stirred at 100° C. for 30 min in microwave. Water was added and extracted with EtOAc. Organic ...